This data is from the Open Reaction Database (ORD), a public repository of structured organic reaction records. The task is: describe an organic reaction: reactants, conditions, products, and yield Run in C1(=CC=CC=C1)C (toluene). Procedure: 2-Methyl-3-nitrophenyl ethyl alcohol (100 g) is added to toluene (500 ml). POCl3 (62 ml) is added to the reaction mixture and refluxed for 2 to 3 hrs. Toluene is distilled off completely to give 2-Methyl-3-nitro phenylethyl chloride Yields the product CC1=C(C=CC=C1[N+](=O)[O-])CCCl (2-Methyl-3-nitro phenylethyl chloride). RXN SMILES: [CH3:1][C:2]1[C:7]([N+:8]([O-:10])=[O:9])=[CH:6][CH:5]=[CH:4][C:3]=1[CH2:11][CH2:12]O.O=P(Cl)(Cl)[Cl:16]>C1(C)C=CC=CC=1>[CH3:1][C:2]1[C:7]([N+:8]([O-:10])=[O:9])=[CH:6][CH:5]=[CH:4][C:3]=1[CH2:11][CH2:12][Cl:16]. Reactants: CC1=C(C=CC=C1[N+](=O)[O-])CCO (2-Methyl-3-nitrophenyl ethyl alcohol), O=P(Cl)(Cl)Cl (POCl3). The reactants are CC(=O)SC1CC(COCCF)N(C(=O)OCc2ccc([N+](=O)[O-])cc2)C1, C[O-], CC(=O)O, CO, CCOC(C)=O, [Na+], O. Yields the product O=C(OCc1ccc([N+](=O)[O-])cc1)N1CC(S)CC1COCCF. As a reaction SMILES: [C:1](=[O:2])([CH3:3])[S:4][CH:5]1[CH2:6][CH:7]([CH2:23][O:24][CH2:25][CH2:26][F:27])[N:8]([C:10](=[O:11])[O:12][CH2:13][c:14]2[cH:15][cH:16][c:17]([N+:20](=[O:21])[O-:22])[cH:18][cH:19]2)[CH2:9]1.[CH3:28][O-:29].[CH3:31][C:32](=[O:33])[OH:34].[CH3:36][OH:37].[CH3:38][CH2:39][O:40][C:41](=[O:42])[CH3:43].[Na+:30].[OH2:35]>>[SH:4][CH:5]1[CH2:6][CH:7]([CH2:23][O:24][CH2:25][CH2:26][F:27])[N:8]([C:10](=[O:11])[O:12][CH2:13][c:14]2[cH:15][cH:16][c:17]([N+:20](=[O:21])[O-:22])[cH:18][cH:19]2)[CH2:9]1.